Dataset: the Open Reaction Database (ORD), a public repository of structured organic reaction records. Task: describe an organic reaction: reactants, conditions, products, and yield The reactants are [Br-].C(#N)CCC[P+](C1=CC=CC=C1)(C1=CC=CC=C1)C1=CC=CC=C1 (3-cyanopropyl-triphenylphosphonium bromide), CC(C)(C)[O-].[K+] (potassium tert-butylate), C(C1=CC=CC=C1)N1CC(CCC1)=O (1-benzyl-3-piperidone). The solvent is C1(=CC=CC=C1)C (toluene), C1(=CC=CC=C1)C (toluene), C1(=CC=CC=C1)C (toluene). Reaction conditions: time 8 hour. Product: C(C1=CC=CC=C1)N1CC(CCC1)=CCCC#N (4-(1-benzylpiperidin-3-yliden)-butyronitrile). As a reaction SMILES: [Br-].[C:2]([CH2:4][CH2:5][CH2:6][P+](C1C=CC=CC=1)(C1C=CC=CC=1)C1C=CC=CC=1)#[N:3].CC([O-])(C)C.[K+].[CH2:32]([N:39]1[CH2:44][CH2:43][CH2:42][C:41](=O)[CH2:40]1)[C:33]1[CH:38]=[CH:37][CH:36]=[CH:35][CH:34]=1>C1(C)C=CC=CC=1>[CH2:32]([N:39]1[CH2:44][CH2:43][CH2:42][C:41](=[CH:6][CH2:5][CH2:4][C:2]#[N:3])[CH2:40]1)[C:33]1[CH:38]=[CH:37][CH:36]=[CH:35][CH:34]=1 |f:0.1,2.3|. Procedure: 77.3 g (188.3 mmol) 3-cyanopropyl-triphenylphosphonium bromide are suspended in 300 ml toluene and added to 22.0 g (191.9 mmol) potassium tert-butylate. The mixture is cooled to ca 0° C. under moisture exclusion and a solution of 34.6 g (182.8 mmol) 1-benzyl-3-piperidone in 50 ml toluene is added dropwise under cooling. The batch is left to stand overnight at ca. 0° C. and subsequently diluted with 200 ml toluene and washed twice, each with 100 ml water. The organic phase is extracted with 150 m...